Dataset: the Open Reaction Database (ORD), a public repository of structured organic reaction records. Task: describe an organic reaction: reactants, conditions, products, and yield Starting materials: N([C@@H](CCCCNC(=O)OC(C)(C)C)C(=O)N[C@@H]([C@H](OC(C)(C)C)C)C(=O)N[C@@H](CC1=CC=CC=C1)C(=O)N[C@@H]([C@H](OC(C)(C)C)C)C(=O)N[C@@H](COC(C)(C)C)C(=O)OC)C(=O)OCC1=CC=CC=C1 (Z-Lys(Boc)-Thr(But)-Phe-Thr(But)-Ser(But)-OMe), [H][H] (hydrogen). Reagents/catalysts: [Pd] (palladium on carbon). The solvent is C(C)(=O)O (acetic acid). The product is N[C@@H](CCCCNC(=O)OC(C)(C)C)C(=O)N[C@@H]([C@H](OC(C)(C)C)C)C(=O)N[C@@H](CC1=CC=CC=C1)C(=O)N[C@@H]([C@H](OC(C)(C)C)C)C(=O)N[C@@H](COC(C)(C)C)C(=O)OC (H-Lys(Boc)-Thr(But)-Phe-Thr(But)-Ser(But)-OMe). RXN SMILES: [NH:1](C(OCC1C=CC=CC=1)=O)[C@H:2]([C:15]([NH:17][C@H:18]([C:26]([NH:28][C@H:29]([C:37]([NH:39][C@H:40]([C:48]([NH:50][C@H:51]([C:58]([O:60][CH3:61])=[O:59])[CH2:52][O:53][C:54]([CH3:57])([CH3:56])[CH3:55])=[O:49])[C@@H:41]([CH3:47])[O:42][C:43]([CH3:46])([CH3:45])[CH3:44])=[O:38])[CH2:30][C:31]1[CH:36]=[CH:35][CH:34]=[CH:33][CH:32]=1)=[O:27])[C@@H:19]([CH3:25])[O:20][C:21]([CH3:24])([CH3:23])[CH3:22])=[O:16])[CH2:3][CH2:4][CH2:5][CH2:6][NH:7][C:8]([O:10][C:11]([CH3:14])([CH3:13])[CH3:12])=[O:9].[H][H]>[Pd].C(O)(=O)C>[NH2:1][C@H:2]([C:15]([NH:17][C@H:18]([C:26]([NH:28][C@H:29]([C:37]([NH:39][C@H:40]([C:48]([NH:50][C@H:51]([C:58]([O:60][CH3:61])=[O:59])[CH2:52][O:53][C:54]([CH3:57])([CH3:56])[CH3:55])=[O:49])[C@@H:41]([CH3:47])[O:42][C:43]([CH3:44])([CH3:45])[CH3:46])=[O:38])[CH2:30][C:31]1[CH:32]=[CH:33][CH:34]=[CH:35][CH:36]=1)=[O:27])[C@@H:19]([CH3:25])[O:20][C:21]([CH3:24])([CH3:22])[CH3:23])=[O:16])[CH2:3][CH2:4][CH2:5][CH2:6][NH:7][C:8]([O:10][C:11]([CH3:14])([CH3:13])[CH3:12])=[O:9]. Procedure details: A mixture of Z-Lys(Boc)-Thr(But)-Phe-Thr(But)-Ser(But)-OMe (32.8 g, 0.033 mole, described in U.S. Pat. No. 3,917,578, cited above) and 5% palladium on carbon (1.65 g) in acetic acid (328 ml) was rapidly stirred under one atmosphere of hydrogen until the benzyloxycarbonyl group was removed. The mixture was filtered and the filtrate was evaporated to give a residue of H-Lys(Boc)-Thr(But)-Phe-Thr(But)-Ser(But)-OMe.HOAc. A mixture of benzyloxycarbonyl-D-tryptophan (14.5 g, 0.0428 mole) and 1-hydroxy...